From a dataset of the Open Reaction Database (ORD), a public repository of structured organic reaction records. describe an organic reaction: reactants, conditions, products, and yield Starting materials: N(=NC(=O)OCC)C(=O)OCC (DEAD), CC1=C(C(=CC=C1)C)O (2,6-Dimethylphenol), CC1=C(N=C(O1)C1=CC=CC=C1)CCO (2-(5-methyl-2-phenyl-oxazole-4yl)-ethanol), C1(=CC=CC=C1)P(C1=CC=CC=C1)C1=CC=CC=C1 (triphenylphosphin). Solvent: C1CCOC1 (THF), O (Water). Conditions: time 8 hour. Yields the product CC1=C(OCCC=2N=C(OC2C)C2=CC=CC=C2)C(=CC=C1)C (4-[2-(2,6-Dimethyl-phenoxy)-ethyl]-5-methyl-2-phenyl-oxazole). The yield is 32.2%. Reaction SMILES: [CH3:1][C:2]1[CH:7]=[CH:6][CH:5]=[C:4]([CH3:8])[C:3]=1[OH:9].[CH3:10][C:11]1[O:15][C:14]([C:16]2[CH:21]=[CH:20][CH:19]=[CH:18][CH:17]=2)=[N:13][C:12]=1[CH2:22][CH2:23]O.C1(P(C2C=CC=CC=2)C2C=CC=CC=2)C=CC=CC=1.N(C(OCC)=O)=NC(OCC)=O>C1COCC1.O>[CH3:1][C:2]1[CH:7]=[CH:6][CH:5]=[C:4]([CH3:8])[C:3]=1[O:9][CH2:23][CH2:22][C:12]1[N:13]=[C:14]([C:16]2[CH:21]=[CH:20][CH:19]=[CH:18][CH:17]=2)[O:15][C:11]=1[CH3:10]. Procedure details: 1.1 g of 2,6-Dimethylphenol, 2.01 g of 2-(5-methyl-2-phenyl-oxazole-4yl)-ethanol 2.6 g of triphenylphosphin were dissolved in 30 ml THF and treated at 0° with 1.6 ml DEAD (Diethyl azodicarboxylate). The reaction mixture was kept overnight at RT. Water was added. Twofold extraction with AcOEt, washing with brine, drying over sodium sulfate, and evaporation of the solvents provided a crude product, which was purified by chromatography (SiO2; ether/cyclohexane) to yield 0.89 g of the title compound... Product: ClC=1C(=C2C(=NC1)NC(=N2)C=2C(=NC=CC2)OC)N[C@H]2[C@H]([C@@H]1C=C[C@H]2C1)C(=O)N ((1S,2S,3R,4R)-3-[6-Chloro-2-(2-methoxy-pyridin-3-yl)-3H-imidazo[4,5-b]pyridin-7-ylamino]-bicyclo[2.2.1]hept-5-ene-2-carboxylic acid amide). Reported procedure: In a similar fashion to Compound LXXXVII, (1S,2S,3R,4R)-3-(2,3-Diamino-5-chloro-pyridin-4-ylamino)-bicyclo[2.2.1]hept-5-ene-2-carboxylic acid amide (50.00 mg, 0.1702 mmol), 2-Methoxy-pyridine-3-carbaldehyde (25.7 mg, 0.187 mmol), and Ammonium acetate (26.2 mg, 0.340 mmol) were reacted to produce 8.5 mg (12%) of the title compound. (300 MHz, DMSO-d6) 12.61 (s, 1H), 8.46 (d, J=7.5 Hz, 1H), 8.31 (s, 1H), 7.99 (s, 1H), 7.76 (s, 1H), 7.21 (m, 3H), 6.38 (d, J=19 Hz, 2H), 5.17 (t, J=17 Hz, J=9 Hz, 1H),... Yield: 12.2%. RXN SMILES: [NH2:1][C:2]1[C:7]([NH2:8])=[C:6]([NH:9][C@@H:10]2[C@@H:15]3[CH2:16][C@@H:12]([CH:13]=[CH:14]3)[C@@H:11]2[C:17]([NH2:19])=[O:18])[C:5]([Cl:20])=[CH:4][N:3]=1.[CH3:21][O:22][C:23]1[C:28]([CH:29]=O)=[CH:27][CH:26]=[CH:25][N:24]=1.C([O-])(=O)C.[NH4+]>>[Cl:20][C:5]1[C:6]([NH:9][C@@H:10]2[C@@H:15]3[CH2:16][C@@H:12]([CH:13]=[CH:14]3)[C@@H:11]2[C:17]([NH2:19])=[O:18])=[C:7]2[N:8]=[C:29]([C:28]3[C:23]([O:22][CH3:21])=[N:24][CH:25]=[CH:26][CH:27]=3)[NH:1][C:2]2=[N:3][CH:4]=1 |f:2.3|. The reactants are NC1=NC=C(C(=C1N)N[C@H]1[C@H]([C@@H]2C=C[C@H]1C2)C(=O)N)Cl ((1S,2S,3R,4R)-3-(2,3-Diamino-5-chloro-pyridin-4-ylamino)-bicyclo[2.2.1]hept-5-ene-2-carboxylic acid amide), COC1=NC=CC=C1C=O (2-Methoxy-pyridine-3-carbaldehyde), C(C)(=O)[O-].[NH4+] (Ammonium acetate).